Dataset: the Open Reaction Database (ORD), a public repository of structured organic reaction records. Task: describe an organic reaction: reactants, conditions, products, and yield Reactants: CO, N#Cc1ccc(COCCn2ccc(NC(N)=NCC(F)(F)F)n2)cc1, [Na+], [OH-], OO. Yields the product NC(=O)c1ccc(COCCn2ccc(NC(N)=NCC(F)(F)F)n2)cc1. RXN SMILES: [CH3:31][OH:32].[F:1][C:2]([CH2:3][N:4]=[C:5]([NH:6][c:7]1[n:8][n:9]([CH2:12][CH2:13][O:14][CH2:15][c:16]2[cH:17][cH:18][c:19]([C:20]#[N:21])[cH:22][cH:23]2)[cH:10][cH:11]1)[NH2:24])([F:25])[F:26].[Na+:30].[OH-:29].[OH:27][OH:28]>>[F:1][C:2]([CH2:3][N:4]=[C:5]([NH:6][c:7]1[n:8][n:9]([CH2:12][CH2:13][O:14][CH2:15][c:16]2[cH:17][cH:18][c:19]([C:20]([NH2:21])=[O:27])[cH:22][cH:23]2)[cH:10][cH:11]1)[NH2:24])([F:25])[F:26]. Reactants: FC=1C=C2C(C(NC2=CC1)=O)=C1OCC2=NC(=CC=C21)C=C (5-fluoro-3-(2-vinyl-7H-furo[3,4-b]pyridin-5-ylidene)-1,3-dihydro-indol-2-one), OC1CNCCC1 (3-hydroxypiperidine). As a reaction SMILES: [F:1][C:2]1[CH:3]=[C:4]2[C:8](=[CH:9][CH:10]=1)[NH:7][C:6](=[O:11])[C:5]2=[C:12]1[C:20]2[C:15](=[N:16][C:17]([CH:21]=[CH2:22])=[CH:18][CH:19]=2)[CH2:14][O:13]1.[OH:23][CH:24]1[CH2:29][CH2:28][CH2:27][NH:26][CH2:25]1>>[F:1][C:2]1[CH:3]=[C:4]2[C:8](=[CH:9][CH:10]=1)[NH:7][C:6](=[O:11])[C:5]2=[C:12]1[C:20]2[C:15](=[N:16][C:17]([CH2:21][CH2:22][N:26]3[CH2:27][CH2:28][CH2:29][CH:24]([OH:23])[CH2:25]3)=[CH:18][CH:19]=2)[CH2:14][O:13]1. Procedure details: Following the method described in Example 19, 5-fluoro-3-(2-vinyl-7H-furo[3,4-b]pyridin-5-ylidene)-1,3-dihydro-indol-2-one (50 mg, 0.17 mmol) and 3-hydroxypiperidine (300 mg, 2.67 mmol) are reacted to provide the title compound (45 mg, 67%). The product is FC=1C=C2C(C(NC2=CC1)=O)=C1OCC2=NC(=CC=C21)CCN2CC(CCC2)O (5-Fluoro-3-{2-[2-(3-hydroxy-piperidin-1-yl)-ethyl]-7H-furo[3,4-b]pyridin-5-ylidene}-1,3-dihydro-indol-2-one). Isolated yield 66.9%. As a reaction SMILES: [NH2:1][C:2]1[C:7]([C:8]([C:10]2[C:15]([O:16][CH3:17])=[CH:14][CH:13]=[C:12]([F:18])[C:11]=2[F:19])=[O:9])=[CH:6][N:5]=[C:4]([NH:20][CH:21]2[CH2:26][CH2:25][N:24]([S:27]([CH2:30][CH2:31][CH2:32]Cl)(=[O:29])=[O:28])[CH2:23][CH2:22]2)[N:3]=1.[NH2:34][C@H:35]([CH3:38])[CH2:36][OH:37]>>[NH2:1][C:2]1[C:7]([C:8]([C:10]2[C:15]([O:16][CH3:17])=[CH:14][CH:13]=[C:12]([F:18])[C:11]=2[F:19])=[O:9])=[CH:6][N:5]=[C:4]([NH:20][CH:21]2[CH2:26][CH2:25][N:24]([S:27]([CH2:30][CH2:31][CH2:32][NH:34][C@H:35]([CH3:38])[CH2:36][OH:37])(=[O:29])=[O:28])[CH2:23][CH2:22]2)[N:3]=1. Procedure: The compound was prepared from [4-amino-2-[1-(3-chloro-propane-1-sulfonyl)-piperidin-4-ylamino]-pyrimidin-5-yl]-(2,3-difluoro-6-methoxy-phenyl)-methanone (Example 226) and (R)-2-amino-1-propanol (Aldrich) in an analogous manner as described in Example 227. HR-MS (ES, m/z) calculated for C23H33N6O5SF2 [(M+H)+] 543.2196, observed 543.2201. Yields the product NC1=NC(=NC=C1C(=O)C1=C(C(=CC=C1OC)F)F)NC1CCN(CC1)S(=O)(=O)CCCN[C@@H](CO)C ((4-Amino-2-[1-[3-((R)-2-hydroxy-1-methyl-ethylamino)-propane-1-sulfonyl]-piperidin-4-ylamino]-pyrimidin-5-yl)-(2,3-difluoro-6-methoxy-phenyl)-methanone). Reactants: NC1=NC(=NC=C1C(=O)C1=C(C(=CC=C1OC)F)F)NC1CCN(CC1)S(=O)(=O)CCCCl ([4-Amino-2-[1-(3-chloro-propane-1-sulfonyl)-piperidin-4-ylamino]-pyrimidin-5-yl]-(2,3-difluoro-6-methoxy-phenyl)-methanone), N[C@@H](CO)C ((R)-2-amino-1-propanol). The reactants are ClC(Cl)Cl, COc1c(CO)cnc(C)c1Cl, O=S(Cl)Cl. Product: COc1c(CCl)cnc(C)c1Cl. Reaction SMILES: [CH:17]([Cl:18])([Cl:19])[Cl:20].[Cl:1][c:2]1[c:3]([O:11][CH3:12])[c:4]([CH2:9][OH:10])[cH:5][n:6][c:7]1[CH3:8].[S:13]([Cl:14])([Cl:15])=[O:16]>>[Cl:1][c:2]1[c:3]([O:11][CH3:12])[c:4]([CH2:9][Cl:15])[cH:5][n:6][c:7]1[CH3:8].